From a dataset of the Open Reaction Database (ORD), a public repository of structured organic reaction records. describe an organic reaction: reactants, conditions, products, and yield Reactants: [H-].[Na+] (sodium hydride), ClC(C#N)(Cl)Cl (trichloroacetonitrile), ClC=1[C@@H](CCCC1)O ((R)-2-chloro-cyclohex-2-enylalcohol). Run in C(C)OCC (diethyl ether), C(C)OCC (diethyl ether), C(C)OCC (diethyl ether). Yields the product ClC(C(O[C@H]1C(=CCCC1)Cl)=N)(Cl)Cl ((R)-2,2,2-Trichloro-1-(2-chloro-cyclohex-2-enyloxy)-ethylideneamine). RXN SMILES: [H-].[Na+].[Cl:3][C:4]1[C@H:5]([OH:10])[CH2:6][CH2:7][CH2:8][CH:9]=1.[Cl:11][C:12]([Cl:16])([Cl:15])[C:13]#[N:14]>C(OCC)C>[Cl:11][C:12]([Cl:16])([Cl:15])[C:13](=[NH:14])[O:10][C@@H:5]1[CH2:6][CH2:7][CH2:8][CH:9]=[C:4]1[Cl:3] |f:0.1|. Reported procedure: Combine sodium hydride (0.50 g, 60% in oil, 12 mmol) and diethyl ether (50 mL) and cool to 0° C. Add over 15 minutes a solution of (R)-2-chloro-cyclohex-2-enylalcohol (23.0 g, 160 mmol) in diethyl ether (40 mL). Stir until gas evolution ceases. Add a solution of trichloroacetonitrile (20 mL, 200 mmol) in diethyl ether (30 mL). Stir at 0° C. for 30 minutes and then warm to ambient temperature over 1.5 hours. Evaporate the reaction mixture in vacuo to give the title compound.